From a dataset of the Open Reaction Database (ORD), a public repository of structured organic reaction records. describe an organic reaction: reactants, conditions, products, and yield The reactants are C(N)(=O)C=1C(=CC(=NC1)N1C[C@@H](CCC1)NC(OC(C)(C)C)=O)NC1=CC=C(C=C1)C(=O)N1CCOCC1 ((R)-tert-butyl 1-(5-carbamoyl-4-(4-(morpholine-4-carbonyl)phenylamino)pyridin-2-yl)piperidin-3-ylcarbamate), C(=O)(C(F)(F)F)O (TFA). Run in C(Cl)Cl (CH2Cl2). Reaction conditions: time 4 hour. Yields the product N[C@H]1CN(CCC1)C1=NC=C(C(=O)N)C(=C1)NC1=CC=C(C=C1)C(=O)N1CCOCC1 ((R)-6-(3-aminopiperidin-1-yl)-4-(4-(morpholine-4-carbonyl)phenylamino)nicotinamide). Isolated yield 80.8%. As a reaction SMILES: [C:1]([C:4]1[C:5]([NH:24][C:25]2[CH:30]=[CH:29][C:28]([C:31]([N:33]3[CH2:38][CH2:37][O:36][CH2:35][CH2:34]3)=[O:32])=[CH:27][CH:26]=2)=[CH:6][C:7]([N:10]2[CH2:15][CH2:14][CH2:13][C@@H:12]([NH:16]C(=O)OC(C)(C)C)[CH2:11]2)=[N:8][CH:9]=1)(=[O:3])[NH2:2].C(O)(C(F)(F)F)=O>C(Cl)Cl>[NH2:16][C@@H:12]1[CH2:13][CH2:14][CH2:15][N:10]([C:7]2[CH:6]=[C:5]([NH:24][C:25]3[CH:30]=[CH:29][C:28]([C:31]([N:33]4[CH2:38][CH2:37][O:36][CH2:35][CH2:34]4)=[O:32])=[CH:27][CH:26]=3)[C:4]([C:1]([NH2:2])=[O:3])=[CH:9][N:8]=2)[CH2:11]1. Procedure: A solution of (R)-tert-butyl 1-(5-carbamoyl-4-(4-(morpholine-4-carbonyl)phenylamino)pyridin-2-yl)piperidin-3-ylcarbamate (110 mg, 0.210 mmol) in CH2Cl2 (2 mL) was treated with TFA (4 mL, 51.9 mmol) and stirred at rt for 4 hrs. The mixture is evaporated to dryness and the residue was dissolved in CH2Cl2 and washed with bicarbonate, water, and brine. Concentrated to give 72 mg of (R)-6-(3-aminopiperidin-1-yl)-4-(4-(morpholine-4-carbonyl)phenylamino)nicotinamide.